The task is: describe an organic reaction: reactants, conditions, products, and yield. This data is from the Open Reaction Database (ORD), a public repository of structured organic reaction records. The reactants are ClC=1N(C=C(N1)[N+](=O)[O-])C[C@]1(OC1)C ((R)-2-chloro-1-(2-methyloxiran-2-ylmethyl)-4-nitroimidazole), N1CCC(CC1)N(C(OC(C)(C)C)=O)CCC1=CC=C(C=C1)C(F)(F)F (tert-butyl piperidin-4-yl-N-[2-(4-trifluoromethylphenyl)ethyl]carbamate). Yields the product ClC=1N(C=C(N1)[N+](=O)[O-])C[C@@](CN1CCC(CC1)N(C(OC(C)(C)C)=O)CCC1=CC=C(C=C1)C(F)(F)F)(C)O (tert-butyl (S)-{1-[3-(2-chloro-4-nitroimidazol-1-yl)-2-hydroxy-2-methylpropyl]piperidin-4-yl}-N-[2-(4-trifluoromethylphenyl)-ethyl]carbamate). Yield: 70.4%. RXN SMILES: [Cl:1][C:2]1[N:3]([CH2:10][C@:11]2([CH3:14])[CH2:13][O:12]2)[CH:4]=[C:5]([N+:7]([O-:9])=[O:8])[N:6]=1.[NH:15]1[CH2:20][CH2:19][CH:18]([N:21]([CH2:29][CH2:30][C:31]2[CH:36]=[CH:35][C:34]([C:37]([F:40])([F:39])[F:38])=[CH:33][CH:32]=2)[C:22](=[O:28])[O:23][C:24]([CH3:27])([CH3:26])[CH3:25])[CH2:17][CH2:16]1>>[Cl:1][C:2]1[N:3]([CH2:10][C@:11]([OH:12])([CH3:14])[CH2:13][N:15]2[CH2:20][CH2:19][CH:18]([N:21]([CH2:29][CH2:30][C:31]3[CH:32]=[CH:33][C:34]([C:37]([F:38])([F:39])[F:40])=[CH:35][CH:36]=3)[C:22](=[O:28])[O:23][C:24]([CH3:26])([CH3:27])[CH3:25])[CH2:17][CH2:16]2)[CH:4]=[C:5]([N+:7]([O-:9])=[O:8])[N:6]=1. Procedure: Using (R)-2-chloro-1-(2-methyloxiran-2-yl-methyl)-4-nitroimidazole prepared in Example 12 (0.332 g, 0.891 mmol) and tert-butyl piperidin-4-yl-N-[2-(4-trifluoromethylphenyl)ethyl]carbamate (0.194 g, 0.891 mmol) gave tert-butyl (S)-{1-[3-(2-chloro-4-nitroimidazol-1-yl)-2-hydroxy-2-methylpropyl]piperidin-4-yl}-N-[2-(4-trifluoromethylphenyl)-ethyl]carbamate (0.370 g, yield 70%) as a light yellow oil in the same manner as in Example 277. The reactants are CC(=O)O, Cl, COc1ccc(C=O)c(O)c1, [Zn]. Yields the product COc1ccc(C)c(O)c1. RXN SMILES: [C:12]([OH:13])(=[O:14])[CH3:15].[ClH:16].[OH:1][c:2]1[c:3]([CH:4]=[O:5])[cH:6][cH:7][c:8]([O:10][CH3:11])[cH:9]1.[Zn:17]>>[OH:1][c:2]1[c:3]([CH3:4])[cH:6][cH:7][c:8]([O:10][CH3:11])[cH:9]1. Starting materials: O=C1c2ccccc2C(=O)N1CCBr, O=C([O-])[O-], FC(F)(F)c1ccc(N2CCNCC2)cc1, [K+], [K+], CN(C)C=O, O. Product: O=C1c2ccccc2C(=O)N1CCN1CCN(c2ccc(C(F)(F)F)cc2)CC1. RXN SMILES: [Br:17][CH2:18][CH2:19][N:20]1[C:21](=[O:30])[c:22]2[c:23]([cH:26][cH:27][cH:28][cH:29]2)[C:24]1=[O:25].[C:31](=[O:32])([O-:33])[O-:34].[F:1][C:2]([c:3]1[cH:4][cH:5][c:6]([N:9]2[CH2:10][CH2:11][NH:12][CH2:13][CH2:14]2)[cH:7][cH:8]1)([F:15])[F:16].[K+:35].[K+:36].[O:38]=[CH:39][N:40]([CH3:41])[CH3:42].[OH2:37]>>[F:1][C:2]([c:3]1[cH:4][cH:5][c:6]([N:9]2[CH2:10][CH2:11][N:12]([CH2:18][CH2:19][N:20]3[C:21](=[O:30])[c:22]4[c:23]([cH:26][cH:27][cH:28][cH:29]4)[C:24]3=[O:25])[CH2:13][CH2:14]2)[cH:7][cH:8]1)([F:15])[F:16]. Reactants: C1(=CC=CC=C1)C(O)(C1=CC=NC=C1)C1=CC=CC=C1 (diphenyl-4-pyridylcarbinol), O (H2O). Run in C=1(C(=CC=CC1)C)C (xylene). Run at temperature 170 celsius, time 17 hour. The product is C=1C=CC(=CC1)C(C=2C=CC=CC2)(C3CCNCC3)O (azacyclonol). Isolated yield 86.0%. RXN SMILES: [C:1]1([C:7]([C:15]2[CH:20]=[CH:19][CH:18]=[CH:17][CH:16]=2)([C:9]2[CH:14]=[CH:13][N:12]=[CH:11][CH:10]=2)[OH:8])[CH:6]=[CH:5][CH:4]=[CH:3][CH:2]=1.O>C1(C)C(C)=CC=CC=1>[CH:4]1[CH:5]=[CH:6][C:1]([C:7]([OH:8])([CH:9]2[CH2:10][CH2:11][NH:12][CH2:13][CH2:14]2)[C:15]2[CH:16]=[CH:17][CH:18]=[CH:19][CH:20]=2)=[CH:2][CH:3]=1. Procedure details: A 1.4 L hydrogenation shaker bomb was charged with 43.00 grams (0.165 moles) diphenyl-4-pyridylcarbinol, 8.00 grams 50% H2O wet 5% Pd on carbon (4 grams dry) and 350 ml xylene. The bomb was sealed, pressurized with 900 psi H2, and heated with shaking to 170° C. After 17 hours, the pressure was 1075 psi (at 170° C.) and the bomb was allowed to cool. The contents are poured out, heated to 70° C. and suction filtered carefully to remove the catalyst. GC analysis of the filtrate and washes at this p... Reactants: CC(C)(C)O, CCOC(=O)Cc1cc(Nc2cc(C)[nH]n2)nc(Cl)n1, CCOC(C)=O, CCC(=O)Nc1ccc(S)cc1. The product is CCOC(=O)Cc1cc(Nc2cc(C)[nH]n2)nc(Sc2ccc(NC(=O)CC)cc2)n1. RXN SMILES: [C:39]([OH:40])([CH3:41])([CH3:42])[CH3:43].[CH3:1][c:2]1[cH:3][c:4]([NH:7][c:8]2[cH:9][c:10]([CH2:15][C:16](=[O:17])[O:18][CH2:19][CH3:20])[n:11][c:12]([Cl:14])[n:13]2)[n:5][nH:6]1.[CH3:33][CH2:34][O:35][C:36](=[O:37])[CH3:38].[SH:21][c:22]1[cH:23][cH:24][c:25]([NH:28][C:29]([CH2:30][CH3:31])=[O:32])[cH:26][cH:27]1>>[CH3:1][c:2]1[cH:3][c:4]([NH:7][c:8]2[cH:9][c:10]([CH2:15][C:16](=[O:17])[O:18][CH2:19][CH3:20])[n:11][c:12]([S:21][c:22]3[cH:23][cH:24][c:25]([NH:28][C:29]([CH2:30][CH3:31])=[O:32])[cH:26][cH:27]3)[n:13]2)[n:5][nH:6]1. Starting materials: C1CCOC1, CC(C)N, Cc1ccc(S(=O)(=O)OCCOc2ccc3[nH]nc(S(=O)(=O)c4ccccc4)c3c2)cc1. The product is CC(C)NCCOc1ccc2[nH]nc(S(=O)(=O)c3ccccc3)c2c1. As a reaction SMILES: [CH2:37]1[O:38][CH2:39][CH2:40][CH2:41]1.[CH3:33][CH:34]([CH3:35])[NH2:36].[c:1]1([S:7](=[O:8])(=[O:9])[c:10]2[n:11][nH:12][c:13]3[cH:14][cH:15][c:16]([O:19][CH2:20][CH2:21][O:22][S:23]([c:24]4[cH:25][cH:26][c:27]([CH3:28])[cH:29][cH:30]4)(=[O:31])=[O:32])[cH:17][c:18]23)[cH:2][cH:3][cH:4][cH:5][cH:6]1>>[c:1]1([S:7](=[O:8])(=[O:9])[c:10]2[n:11][nH:12][c:13]3[cH:14][cH:15][c:16]([O:19][CH2:20][CH2:21][NH:36][CH:34]([CH3:33])[CH3:35])[cH:17][c:18]23)[cH:2][cH:3][cH:4][cH:5][cH:6]1. Reactants: C(C)C1=C(C=CC=C1)N1CCNCC1 (1-(2-ethylphenyl)piperazine), C1=C(C=CC2=CC=CC=C12)S(=O)(=O)Cl (naphthalene-2-sulfonyl chloride), C(C)(C)N(CC)C(C)C (diisopropylethylamine). The solvent is ClCCl (dichloromethane). Product: C(C)C1=C(C=CC=C1)N1CCN(CC1)S(=O)(=O)C1=CC2=CC=CC=C2C=C1 (1-(2-ethylphenyl)-4-(2-naphthylsulfonyl)piperazine). Yield: 99.0%. RXN SMILES: [CH2:1]([C:3]1[CH:8]=[CH:7][CH:6]=[CH:5][C:4]=1[N:9]1[CH2:14][CH2:13][NH:12][CH2:11][CH2:10]1)[CH3:2].[CH:15]1[C:24]2[C:19](=[CH:20][CH:21]=[CH:22][CH:23]=2)[CH:18]=[CH:17][C:16]=1[S:25](Cl)(=[O:27])=[O:26].C(N(C(C)C)CC)(C)C>ClCCl>[CH2:1]([C:3]1[CH:8]=[CH:7][CH:6]=[CH:5][C:4]=1[N:9]1[CH2:10][CH2:11][N:12]([S:25]([C:16]2[CH:17]=[CH:18][C:19]3[C:24](=[CH:23][CH:22]=[CH:21][CH:20]=3)[CH:15]=2)(=[O:27])=[O:26])[CH2:13][CH2:14]1)[CH3:2]. Procedure: Sulfonylation of 1-(2-ethylphenyl)piperazine (293 mg, 1.54 mmol) with naphthalene-2-sulfonyl chloride (350 mg, 1.54 mmol) was carried out according to a similar procedure described for example 3A using anhydrous dichloromethane (5 mL) as solvent and diisopropylethylamine (0.670 mL, 3.85 mmol) as base. 1-(2-ethylphenyl)-4-(2-naphthylsulfonyl)piperazine was obtained in 99% yield (579 mg) as white solid.